This data is from the Open Reaction Database (ORD), a public repository of structured organic reaction records. The task is: describe an organic reaction: reactants, conditions, products, and yield Reactants: C[N+]1([O-])CCOCC1, CC(C)=O, [O-][I+3]([O-])([O-])[O-], [Na+], O, C(=Cc1cnc2nsnc2c1)c1ccccc1. Product: O=Cc1cnc2nsnc2c1. Reaction SMILES: [CH3:18][N+:19]1([O-:20])[CH2:21][CH2:23][O:22][CH2:24][CH2:25]1.[CH3:33][C:34](=[O:35])[CH3:36].[I+3:27]([O-:28])([O-:29])([O-:30])[O-:31].[Na+:32].[OH2:26].[c:1]1([CH:2]=[CH:8][c:9]2[cH:10][c:11]3[c:12]([n:13][cH:14]2)[n:15][s:16][n:17]3)[cH:3][cH:4][cH:5][cH:6][cH:7]1>>[CH:8]([c:9]1[cH:10][c:11]2[c:12]([n:13][cH:14]1)[n:15][s:16][n:17]2)=[O:22]. The reactants are FC1=CC=C(C=C1)SCC(=O)O ((4-fluorophenylthio)acetic acid), S(=O)(Cl)Cl (thionyl chloride). Yields the product FC1=CC=C(C=C1)SCC(=O)Cl ((4-fluorophenylthio)acetyl chloride). Isolated yield 87.6%. RXN SMILES: [F:1][C:2]1[CH:7]=[CH:6][C:5]([S:8][CH2:9][C:10]([OH:12])=O)=[CH:4][CH:3]=1.S(Cl)([Cl:15])=O>>[F:1][C:2]1[CH:7]=[CH:6][C:5]([S:8][CH2:9][C:10]([Cl:15])=[O:12])=[CH:4][CH:3]=1. Reported procedure: A mixture of 5.3 g of (4-fluorophenylthio)acetic acid and 6.8 g of thionyl chloride is refluxed for 2 hours. Excess of thionyl chloride is evaporated in vacuo and the residue distilled. There are obtained 5.1 g (88%) of oily (4-fluorophenylthio)acetyl chloride, b.p. 76°-77° C./0.25 Torr. Reactants: ClCC(=O)NC[C@@H]1CN(CCO[C@H]1C1=CC(=C(C=C1)Cl)F)C(=O)OC(C)(C)C (tert-butyl (6R,7R)-6-{[(chloroacetyl)amino]methyl}-7-(4-chloro-3-fluorophenyl)-1,4-oxazepane-4-carboxylate), Cl.C12CNCC(CC1)O2 (8-oxa-3-azabicyclo[3.2.1]octane monohydrochloride). Reported procedure: Using tert-butyl (6R,7R)-6-{[(chloroacetyl)amino]methyl}-7-(4-chloro-3-fluorophenyl)-1,4-oxazepane-4-carboxylate and 8-oxa-3-azabicyclo[3.2.1]octane monohydrochloride, and in the same manner as in Example 336, steps B and C, the title compound was obtained. The product is Cl.Cl.ClC1=C(C=C(C=C1)[C@H]1[C@@H](CNCCO1)CNC(CN1CC2CCC(C1)O2)=O)F (N-{[(6S,7R)-7-(4-chloro-3-fluorophenyl)-1,4-oxazepan-6-yl]methyl}-2-(8-oxa-3-azabicyclo[3.2.1]oct-3-yl)acetamide dihydrochloride). As a reaction SMILES: [Cl:1][CH2:2][C:3]([NH:5][CH2:6][C@H:7]1[C@H:13]([C:14]2[CH:19]=[CH:18][C:17]([Cl:20])=[C:16]([F:21])[CH:15]=2)[O:12][CH2:11][CH2:10][N:9](C(OC(C)(C)C)=O)[CH2:8]1)=[O:4].[ClH:29].[CH:30]12[O:37][CH:34]([CH2:35][CH2:36]1)[CH2:33][NH:32][CH2:31]2>>[ClH:1].[ClH:29].[Cl:20][C:17]1[CH:18]=[CH:19][C:14]([C@@H:13]2[O:12][CH2:11][CH2:10][NH:9][CH2:8][C@H:7]2[CH2:6][NH:5][C:3](=[O:4])[CH2:2][N:32]2[CH2:31][CH:30]3[O:37][CH:34]([CH2:35][CH2:36]3)[CH2:33]2)=[CH:15][C:16]=1[F:21] |f:1.2,3.4.5|. Reactants: C1CCOC1, CCN(C(C)C)C(C)C, O=[N+]([O-])c1ccccc1S(=O)(=O)Cl, CC(C)(C)OC(=O)N1CC(O)(C2CNCCN2)C1. Product: CC(C)(C)OC(=O)N1CC(O)(C2CN(S(=O)(=O)c3ccccc3[N+](=O)[O-])CCN2)C1. Reaction SMILES: [CH2:41]1[O:42][CH2:43][CH2:44][CH2:45]1.[CH:19]([N:20]([CH2:21][CH3:22])[CH:23]([CH3:24])[CH3:25])([CH3:26])[CH3:27].[N+:28](=[O:29])([O-:30])[c:31]1[c:32]([S:37](=[O:38])(=[O:39])[Cl:40])[cH:33][cH:34][cH:35][cH:36]1.[OH:1][C:2]1([CH:13]2[NH:14][CH2:15][CH2:16][NH:17][CH2:18]2)[CH2:3][N:4]([C:6](=[O:7])[O:8][C:9]([CH3:10])([CH3:11])[CH3:12])[CH2:5]1>>[OH:1][C:2]1([CH:13]2[NH:14][CH2:15][CH2:16][N:17]([S:37]([c:32]3[c:31]([N+:28](=[O:29])[O-:30])[cH:36][cH:35][cH:34][cH:33]3)(=[O:38])=[O:39])[CH2:18]2)[CH2:3][N:4]([C:6](=[O:7])[O:8][C:9]([CH3:10])([CH3:11])[CH3:12])[CH2:5]1.